This data is from the Open Reaction Database (ORD), a public repository of structured organic reaction records. The task is: describe an organic reaction: reactants, conditions, products, and yield Starting materials: N1(CCCC1)CCOC1=CC=C(C=C1)NC(=O)C1CCCCC1 (cyclohexanecarboxylic acid (4-(2-pyrrolidin-1-yl-ethoxy)phenyl]-amide), [H-].[Na+] (sodium hydride), O (water), FC=1C=C(CBr)C=CC1 (3-fluorobenzyl bromide). Solvent: CN(C=O)C (N,N-dimethylformamide). Conditions: temperature 0 celsius, time 5 minute. Yields the product FC=1C=C(CN(C(=O)C2CCCCC2)C2=CC=C(C=C2)OCCN2CCCC2)C=CC1 (Cyclohexanecarboxylic acid (3-fluoro-benzyl)-[4-(2-pyrrolidin-1-yl-ethoxy)-phenyl]-amide). RXN SMILES: [N:1]1([CH2:6][CH2:7][O:8][C:9]2[CH:14]=[CH:13][C:12]([NH:15][C:16]([CH:18]3[CH2:23][CH2:22][CH2:21][CH2:20][CH2:19]3)=[O:17])=[CH:11][CH:10]=2)[CH2:5][CH2:4][CH2:3][CH2:2]1.[H-].[Na+].[F:26][C:27]1[CH:28]=[C:29]([CH:32]=[CH:33][CH:34]=1)[CH2:30]Br.O>CN(C)C=O>[F:26][C:27]1[CH:28]=[C:29]([CH:32]=[CH:33][CH:34]=1)[CH2:30][N:15]([C:12]1[CH:13]=[CH:14][C:9]([O:8][CH2:7][CH2:6][N:1]2[CH2:2][CH2:3][CH2:4][CH2:5]2)=[CH:10][CH:11]=1)[C:16]([CH:18]1[CH2:23][CH2:22][CH2:21][CH2:20][CH2:19]1)=[O:17] |f:1.2|. Reported procedure: To a solution of cyclohexanecarboxylic acid (4-(2-pyrrolidin-1-yl-ethoxy)phenyl]-amide (0.250 g, 0.79 mmol) in 5 mL N,N-dimethylformamide at 0° C. was added sodium hydride (0.041 g of a 60% dispersion in mineral oil, 1.03 mmol). The reaction mixture was stirred at 0° C. for 5 minutes and 3-fluorobenzyl bromide (0.117 mL, 0.95 mmol) was added. The reaction mixture was stirred at room temperature for 24 hr. and water was added. The aqueous solution was washed with ethyl acetate (2×). The combined ...